Dataset: the Open Reaction Database (ORD), a public repository of structured organic reaction records. Task: describe an organic reaction: reactants, conditions, products, and yield The reactants are C1(=CC=CC=C1)S(=O)(=O)N1C=CC=2C1=NC=C(C2Cl)[N+](=O)[O-] (1-benzenesulfonyl-4-chloro-5-nitro-1H-pyrrolo[2,3-b]pyridine), N[C@@H]1CN(CCC1)C(=O)OC(C)(C)C ((S)-3-amino-1-Boc-piperidine), C(C)(C)N(CC)C(C)C (diisopropylethylamine). Run in CC(C)O (propan-2-ol). Reaction conditions: temperature 110 celsius. Product: C(C)(C)(C)OC(=O)N1C[C@H](CCC1)NC1=C2C(=NC=C1[N+](=O)[O-])N(C=C2)S(=O)(=O)C2=CC=CC=C2 ((S)-3-(1-Benzenesulfonyl-5-nitro-1H-pyrrolo[2,3-b]pyridin-4-ylamino)-piperidine-1-carboxylic acid tert-butyl ester). Isolated yield 84.9%. Reaction SMILES: [C:1]1([S:7]([N:10]2[C:14]3=[N:15][CH:16]=[C:17]([N+:20]([O-:22])=[O:21])[C:18](Cl)=[C:13]3[CH:12]=[CH:11]2)(=[O:9])=[O:8])[CH:6]=[CH:5][CH:4]=[CH:3][CH:2]=1.[NH2:23][C@H:24]1[CH2:29][CH2:28][CH2:27][N:26]([C:30]([O:32][C:33]([CH3:36])([CH3:35])[CH3:34])=[O:31])[CH2:25]1.C(N(C(C)C)CC)(C)C>CC(O)C>[C:33]([O:32][C:30]([N:26]1[CH2:27][CH2:28][CH2:29][C@H:24]([NH:23][C:18]2[C:17]([N+:20]([O-:22])=[O:21])=[CH:16][N:15]=[C:14]3[N:10]([S:7]([C:1]4[CH:6]=[CH:5][CH:4]=[CH:3][CH:2]=4)(=[O:9])=[O:8])[CH:11]=[CH:12][C:13]=23)[CH2:25]1)=[O:31])([CH3:36])([CH3:34])[CH3:35]. Procedure details: A mixture of 1-benzenesulfonyl-4-chloro-5-nitro-1H-pyrrolo[2,3-b]pyridine (0.6769 g, 2.004 mmol), (S)-3-amino-1-Boc-piperidine (0.4269 g, 2.132 mmol), and diisopropylethylamine (0.45 mL, 2.6 mmol) in propan-2-ol (12 ml) was heated in a microwave reactor at 110° C. for 20 minutes. The solvent was evaporated in vacuo and then purified by column chromatography on silica gel (gradient: 0 to 30% ethyl acetate in heptanes) affording 853.7 mg (85%) of (S)-3-(1-Benzenesulfonyl-5-nitro-1H-pyrrolo[2,3-b]p... Reactants: Cl.ClC=1C(=NC=CN1)CN (C-(3-chloropyrazin-2-yl)methylamine hydrochloride salt), Cl.CN(CCCN=C=NCC)C (N-(3-dimethylaminopropyl)-N′-ethylcarbodiimide hydrochloride), C(C)(C)N(C(C)C)CC (N,N-diisopropylethylamine), C(C1=CC=CC=C1)OC(=O)NC[C@@H]1CC[C@H](CC1)C(=O)O (trans-4-({[(benzyloxy)carbonyl]amino}methyl)cyclohexanecarboxylic acid). Solvent: C(Cl)Cl (DCM), C(Cl)Cl (DCM). Conditions: time 8 hour. Product: C(C1=CC=CC=C1)OC(NC[C@@H]1CC[C@H](CC1)C(NCC1=NC=CN=C1Cl)=O)=O (Benzyl[(trans-4-{[(3-chloropyrazin-2-yl)methyl]carbamoyl}cyclohexyl)methyl]carbamate). Yield: 77.9%. Reaction SMILES: Cl.[Cl:2][C:3]1[C:4]([CH2:9][NH2:10])=[N:5][CH:6]=[CH:7][N:8]=1.Cl.CN(C)CCCN=C=NCC.C(N(CC)C(C)C)(C)C.[CH2:32]([O:39][C:40]([NH:42][CH2:43][C@H:44]1[CH2:49][CH2:48][C@H:47]([C:50](O)=[O:51])[CH2:46][CH2:45]1)=[O:41])[C:33]1[CH:38]=[CH:37][CH:36]=[CH:35][CH:34]=1>C(Cl)Cl>[CH2:32]([O:39][C:40](=[O:41])[NH:42][CH2:43][C@H:44]1[CH2:49][CH2:48][C@H:47]([C:50](=[O:51])[NH:10][CH2:9][C:4]2[C:3]([Cl:2])=[N:8][CH:7]=[CH:6][N:5]=2)[CH2:46][CH2:45]1)[C:33]1[CH:38]=[CH:37][CH:36]=[CH:35][CH:34]=1 |f:0.1,2.3|. Procedure details: To a solution of C-(3-chloropyrazin-2-yl)methylamine hydrochloride salt (0.100 g, 0.533 mmol) in DCM (1.35 mL) was added N-(3-dimethylaminopropyl)-N′-ethylcarbodiimide hydrochloride (0.16 g, 0.83 mmol), N,N-diisopropylethylamine (0.14 mL, 0.83 mmol), (0.075 g, 0.56 mmol) and trans-4-({[(benzyloxy)carbonyl]amino}methyl)cyclohexanecarboxylic acid (0.21 g, 0.70 mmol). The reaction was stirred at rt overnight then diluted with DCM, washed with sat. NaHCO3 (aq) and brine, then dried over Na2SO4 and t... Reactants: C(P(OCCCC)(OCCCC)=O)P(OCCCC)(OCCCC)=O (tetra-n-butyl methylenebisphosphonate), C=O (paraformaldehyde), C(C)NCC (diethylamine). Solvent: CO (methanol). Yields the product C(=C)(P(OCCCC)(OCCCC)=O)P(OCCCC)(OCCCC)=O (tetra-n-butyl ethenylidenebisphosphonate). Yield: 65.8%. As a reaction SMILES: [CH2:1]([P:14](=[O:25])([O:20][CH2:21][CH2:22][CH2:23][CH3:24])[O:15][CH2:16][CH2:17][CH2:18][CH3:19])[P:2](=[O:13])([O:8][CH2:9][CH2:10][CH2:11][CH3:12])[O:3][CH2:4][CH2:5][CH2:6][CH3:7].C=O.[CH2:28](NCC)C>CO>[C:1]([P:2](=[O:13])([O:8][CH2:9][CH2:10][CH2:11][CH3:12])[O:3][CH2:4][CH2:5][CH2:6][CH3:7])([P:14](=[O:25])([O:15][CH2:16][CH2:17][CH2:18][CH3:19])[O:20][CH2:21][CH2:22][CH2:23][CH3:24])=[CH2:28]. Procedure: 6.95 g (17.4 mmol) of tetra-n-butyl methylenebisphosphonate, 2.61 g (86.8 mmol) of paraformaldehyde and 1.27 g (17.4 mmol) of diethylamine are combined with the same reactants and the same conditions as described above in Example I. This mixture is then refluxed for 46 hours. After the methanol is eliminated as described above in Example I, 4.72 g of tetra-n-butyl ethenylidenebisphosphonate is produced as a clear liquid. Starting materials: OC1=C(N(C=CC1=O)C)C (3-hydroxy-1,2-dimethyl-4-pyridinone), C(CCC)N (butylamine). The product is C(CCC)N1C(=C(C(C=C1)=O)O)C (1-Butyl-3-hydroxy-2-methyl-4-pyridinone). Reaction SMILES: [OH:1][C:2]1[C:7](=[O:8])[CH:6]=[CH:5][N:4]([CH3:9])[C:3]=1[CH3:10].[CH2:11](N)[CH2:12][CH2:13]C>>[CH2:9]([N:4]1[CH:5]=[CH:6][C:7](=[O:8])[C:2]([OH:1])=[C:3]1[CH3:10])[CH2:11][CH2:12][CH3:13]. Procedure: A reaction analogous to that used for the synthesis of 3-hydroxy-1,2-dimethyl-4-pyridinone was employed, starting with butylamine (5.3 g). No precipitate was observed after concentration. Recrystallization from ethanol and diethyl ether resulted in a white powder (4.5 g). Proton NMR (D20): 7.84 (d, 1H), 6.80 (d, 1H), 4.15 (q, 2H), 2.39 (s, 3H), 1.61 (m, 2H), 1.16 (m, 2H), 0.72 (t, 3H).